describe an organic reaction: reactants, conditions, products, and yield From a dataset of the Open Reaction Database (ORD), a public repository of structured organic reaction records. Product: CCCC(C(=O)OC)c1c(C)nc2cc(C(C)(C)C)nn2c1-c1ccc(C)c(C)c1. As a reaction SMILES: [C:1]([CH3:2])([CH3:3])([CH3:4])[c:5]1[n:6][n:7]2[c:8]([n:9][c:10]([CH3:22])[c:11]([CH:14]([C:15](=[O:16])[O:17][CH3:18])[CH2:19][CH2:20][CH3:21])[c:12]2[Cl:13])[cH:23]1.[CH3:24][c:25]1[cH:26][c:27]([B:32]([OH:33])[OH:34])[cH:28][cH:29][c:30]1[CH3:31].[CH:35]([N:36]([CH:37]([CH3:38])[CH3:39])[CH2:40][CH3:41])([CH3:42])[CH3:43]>>[C:1]([CH3:2])([CH3:3])([CH3:4])[c:5]1[n:6][n:7]2[c:8]([n:9][c:10]([CH3:22])[c:11]([CH:14]([C:15](=[O:16])[O:17][CH3:18])[CH2:19][CH2:20][CH3:21])[c:12]2-[c:27]2[cH:26][c:25]([CH3:24])[c:30]([CH3:31])[cH:29][cH:28]2)[cH:23]1. Starting materials: CCCC(C(=O)OC)c1c(C)nc2cc(C(C)(C)C)nn2c1Cl, Cc1ccc(B(O)O)cc1C, CCN(C(C)C)C(C)C. Reactants: S1C(=S)NC(=O)C1 (rhodanine), Cl.FC1=CC=C(C=C1)C1C(C1)N (2-(4-fluoro-phenyl)-cyclopropylamine HCl salt), C(C)(C)N(CC)C(C)C (diisopropylehtylamine). Reagents/catalysts: [Hg](Cl)Cl (mercury (II) chloride). Solvent: C(C)#N (Acetonitrile). Run at temperature 0 celsius, time 1.5 hour. The product is FC1=CC=C(C=C1)C1C(C1)NC=1SCC(N1)=O (2-[2-(4-fluoro-phenyl)-cyclopropylamino]-thiazol-4-one). Isolated yield 49.4%. RXN SMILES: [S:1]1[CH2:7][C:5](=[O:6])[NH:4][C:2]1=S.Cl.[F:9][C:10]1[CH:15]=[CH:14][C:13]([CH:16]2[CH2:18][CH:17]2[NH2:19])=[CH:12][CH:11]=1.C(N(C(C)C)CC)(C)C>[Hg](Cl)Cl.C(#N)C>[F:9][C:10]1[CH:11]=[CH:12][C:13]([CH:16]2[CH2:18][CH:17]2[NH:19][C:2]2[S:1][CH2:7][C:5](=[O:6])[N:4]=2)=[CH:14][CH:15]=1 |f:1.2|. Procedure details: In a three-neck flask equipped with argon inlet was charged with rhodanine (200 mg, 1.5 mmol, 1.4 eq), anhydrous Acetonitrile (5 mL), 2-(4-fluoro-phenyl)-cyclopropylamine HCl salt (200 mg, 1.1 mmol, 1 eq) and diisopropylehtylamine (0.58 mL, 3 eq). The mixture was cooled to 0° C. and mercury (II) chloride (376 mg, 1.3 eq) was added. The reaction mixture was stirred at 0° C. for 30 minutes and room temperature for another 1.5 hours. The reaction mixture was filtered through a celite cake and washe... Solvent: C(C)#N (acetonitrile). Reagents/catalysts: C1=CC=C(C=C1)P([C-]2C=CC=C2)C3=CC=CC=C3.C1=CC=C(C=C1)P([C-]2C=CC=C2)C3=CC=CC=C3.Cl[Pd]Cl.[Fe+2].C(Cl)Cl (Pd(dppf)Cl2 CH2Cl2). The yield is 38.8%. The product is COC(=O)N[C@H](C(=O)N1[C@@H](CCC1)C1=NC2=C(N1)C=CC(=C2)C2=CC=C(C=C2)C=2N=C(NC2)[C@H]2N(CCC2)C(=O)OC(C)(C)C)C(C)C (tert-butyl (2S)-2-[4-[4-[2-[(2S)-1-[(2S)-2-(methoxycarbonylamino)-3-methyl-butanoyl]pyrrolidin-2-yl]-1H-benzimidazol-5-yl]phenyl]-1H-imidazol-2-yl]pyrrolidine-1-carboxylate). The reactants are CC1(OB(OC1(C)C)C1=CC=C(C=C1)C=1N=C(NC1)[C@H]1N(CCC1)C(=O)OC(C)(C)C)C (tert-butyl (2S)-2-[4-[4-(4,4,5,5-tetramethyl-1,3,2-dioxaborolan-2-yl)phenyl]-1H-imidazol-2-yl]pyrrolidine-1-carboxylate), IC1=CC2=C(NC(=N2)[C@H]2N(CCC2)C([C@H](C(C)C)NC(OC)=O)=O)C=C1 (methyl ((S)-1-((S)-2-(5-iodo-1H-benzo[d]imidazol-2-yl)pyrrolidin-1-yl)-3-methyl-1-oxobutan-2-yl)carbamate), C([O-])(O)=O.[Na+] (sodium bicarbonate), resultant suspension. RXN SMILES: CC1(C)C(C)(C)OB([C:9]2[CH:14]=[CH:13][C:12]([C:15]3[N:16]=[C:17]([C@@H:20]4[CH2:24][CH2:23][CH2:22][N:21]4[C:25]([O:27][C:28]([CH3:31])([CH3:30])[CH3:29])=[O:26])[NH:18][CH:19]=3)=[CH:11][CH:10]=2)O1.I[C:34]1[CH:58]=[CH:57][C:37]2[NH:38][C:39]([C@@H:41]3[CH2:45][CH2:44][CH2:43][N:42]3[C:46](=[O:56])[C@@H:47]([NH:51][C:52](=[O:55])[O:53][CH3:54])[CH:48]([CH3:50])[CH3:49])=[N:40][C:36]=2[CH:35]=1.C(=O)(O)[O-].[Na+]>C(#N)C.C1C=CC(P(C2C=CC=CC=2)[C-]2C=CC=C2)=CC=1.C1C=CC(P(C2C=CC=CC=2)[C-]2C=CC=C2)=CC=1.Cl[Pd]Cl.[Fe+2].C(Cl)Cl>[CH3:54][O:53][C:52]([NH:51][C@@H:47]([CH:48]([CH3:50])[CH3:49])[C:46]([N:42]1[CH2:43][CH2:44][CH2:45][C@H:41]1[C:39]1[NH:38][C:37]2[CH:57]=[CH:58][C:34]([C:9]3[CH:10]=[CH:11][C:12]([C:15]4[N:16]=[C:17]([C@@H:20]5[CH2:24][CH2:23][CH2:22][N:21]5[C:25]([O:27][C:28]([CH3:31])([CH3:30])[CH3:29])=[O:26])[NH:18][CH:19]=4)=[CH:13][CH:14]=3)=[CH:35][C:36]=2[N:40]=1)=[O:56])=[O:55] |f:2.3,5.6.7.8.9|. Reported procedure: To a solution of tert-butyl (2S)-2-[4-[4-(4,4,5,5-tetramethyl-1,3,2-dioxaborolan-2-yl)phenyl]-1H-imidazol-2-yl]pyrrolidine-1-carboxylate (169 mg, 0.3847 mmol) (Ref. WO 2008/021923), methyl ((S)-1-((S)-2-(5-iodo-1H-benzo[d]imidazol-2-yl)pyrrolidin-1-yl)-3-methyl-1-oxobutan-2-yl)carbamate (180.9 mg, 0.3847 mmol) and Pd(dppf)Cl2—CH2Cl2 (47.13 mg, 0.05771 mmol) in acetonitrile (4 mL) in a sealed tube (25 mL) under nitrogen atmosphere is added aq. sodium bicarbonate (961.8 μL of 1 M, 0.9618 mmol). Th... Solvent: C(C)(=O)O (acetic acid). The reactants are FC=1C=C2CC[C@H](OC2=CC1)[C@@H]1OC(OC1)(C)C ((S)-6-fluoro-3,4-dihydro-2-((R)-2,2-dimethyl-1,3-dioxolan-4-yl)-2H-chromene), O (water). Product: FC=1C=C2CC[C@H](OC2=CC1)[C@@H](CO)O ((R)-1-((S)-6-fluoro-3,4-dihydro-2H-chromen-2-yl)ethane-1,2-diol). Yield: 42.8%. Reported procedure: (S)-6-fluoro-3,4-dihydro-2-((R)-2,2-dimethyl-1,3-dioxolan-4-yl)-2H-chromene (1.10 g, 4.4 mmol) was dissolved in acetic acid (9 ml) and demi water (3 ml). The reaction mixture was stirred vigorously and heated to 65° C. After 2.5 h at 60° C. the reaction mixture was cooled to 25° C. The solution was then concentrated in vacuo to obtain a vetrous oil. Chromatographic separation on silica of the crude, using a mixture of heptane:ethyl acetate 1:1 as eluent, furnished 0.40 g of (R)-1-((S)-6-fluoro-3... As a reaction SMILES: [F:1][C:2]1[CH:3]=[C:4]2[C:9](=[CH:10][CH:11]=1)[O:8][C@H:7]([C@H:12]1[CH2:16][O:15]C(C)(C)[O:13]1)[CH2:6][CH2:5]2.O>C(O)(=O)C>[F:1][C:2]1[CH:3]=[C:4]2[C:9](=[CH:10][CH:11]=1)[O:8][C@H:7]([C@H:12]([OH:13])[CH2:16][OH:15])[CH2:6][CH2:5]2. Run at temperature 65 celsius.